Dataset: the Open Reaction Database (ORD), a public repository of structured organic reaction records. Task: describe an organic reaction: reactants, conditions, products, and yield Reactants: ClC1=C(C(=O)CCC(=O)O)C=CC=C1O (3-(2-chloro-3-hydroxybenzoyl)propionic acid), O.NN (hydrazine hydrate). Product: ClC1=C(C=CC=C1O)C=1CCC(NN1)=O (6-(2-chloro-3-hydroxyphenyl)-4,5-dihydro-3(2H)-pyridazinone). Reaction SMILES: [Cl:1][C:2]1[C:14]([OH:15])=[CH:13][CH:12]=[CH:11][C:3]=1[C:4]([CH2:6][CH2:7][C:8](O)=[O:9])=O.O.[NH2:17][NH2:18]>>[Cl:1][C:2]1[C:14]([OH:15])=[CH:13][CH:12]=[CH:11][C:3]=1[C:4]1[CH2:6][CH2:7][C:8](=[O:9])[NH:17][N:18]=1 |f:1.2|. Reported procedure: 3-(2-chloro-3-hydroxybenzoyl)propionic acid was cyclised with hydrazine hydrate in a similar manner to that described in Example 3(i) to give 6-(2-chloro-3-hydroxyphenyl)-4,5-dihydro-3(2H)-pyridazinone. Starting materials: C(C)(=O)O[BH-](OC(C)=O)OC(C)=O.[Na+] (sodium triacetoxyborohydride), C(=O)(O)[O-].[Na+] (NaHCO3), NC=1C(=C(C(=O)OC)C=CC1)C (methyl 3-amino-2-methylbenzoate), OC1(CCC(CC1)=O)C (4-hydroxy-4-methylcyclohexanone), C(C)(=O)O (acetic acid). The solvent is ClC(C)Cl (dichloroethane). Reaction conditions: time 20 minute. The product is OC1(CCC(CC1)NC=1C(=C(C(=O)OC)C=CC1)C)C (methyl 3-((4-hydroxy-4-methylcyclohexyl)amino)-2-methylbenzoate). As a reaction SMILES: [NH2:1][C:2]1[C:3]([CH3:12])=[C:4]([CH:9]=[CH:10][CH:11]=1)[C:5]([O:7][CH3:8])=[O:6].[OH:13][C:14]1([CH3:21])[CH2:19][CH2:18][C:17](=O)[CH2:16][CH2:15]1.C(O)(=O)C.C(O[BH-](OC(=O)C)OC(=O)C)(=O)C.[Na+].C([O-])(O)=O.[Na+]>ClC(Cl)C>[OH:13][C:14]1([CH3:21])[CH2:19][CH2:18][CH:17]([NH:1][C:2]2[C:3]([CH3:12])=[C:4]([CH:9]=[CH:10][CH:11]=2)[C:5]([O:7][CH3:8])=[O:6])[CH2:16][CH2:15]1 |f:3.4,5.6|. Reported procedure: To a stirred solution of methyl 3-amino-2-methylbenzoate (1.5 g, 9.1 mmol) and 4-hydroxy-4-methylcyclohexanone (1.51 ml, 11.8 mmol) in 10 ml of dichloroethane was added acetic acid (3.2 mL, 55 mmol) and the reaction mixture stirred at room temperature for 20 minutes. The reaction mixture was cooled to 0° C. and sodium triacetoxyborohydride (5.78 g, 27.3 mmol) was added and the mixture stirred at room temperature overnight. The reaction mixture was neutralized with sat. NaHCO3, extracted with DCM... Reactants: Cl.C(C)(C)C=1C=C(C=CC1)[C@H](C)N ((S)-1-(3-isopropylphenyl)ethanamine hydrochloride), ClC=1C=C(CN2C(=C(C3=CC(=CC=C23)C(=O)O)C)C)C=CC1O[C@H](C(=O)OC)C ((S)-1-(3-chloro-4-((1-methoxy-1-oxopropan-2-yl)oxy)benzyl)-2,3-dimethyl-1H-indole-5-carboxylic acid). The product is ClC1=C(O[C@H](C(=O)OC)C)C=CC(=C1)CN1C(=C(C2=CC(=CC=C12)C(N[C@@H](C)C1=CC(=CC=C1)C(C)C)=O)C)C ((S)-Methyl 2-(2-chloro-4-((5-(((S)-1-(3-isopropylphenyl)ethyl)carbamoyl)-2,3-dimethyl-1H-indol-1-yl)methyl)phenoxy)propanoate). Reaction SMILES: Cl.[CH:2]([C:5]1[CH:6]=[C:7]([C@@H:11]([NH2:13])[CH3:12])[CH:8]=[CH:9][CH:10]=1)([CH3:4])[CH3:3].[Cl:14][C:15]1[CH:16]=[C:17]([CH:33]=[CH:34][C:35]=1[O:36][C@@H:37]([CH3:42])[C:38]([O:40][CH3:41])=[O:39])[CH2:18][N:19]1[C:27]2[C:22](=[CH:23][C:24]([C:28](O)=[O:29])=[CH:25][CH:26]=2)[C:21]([CH3:31])=[C:20]1[CH3:32]>>[Cl:14][C:15]1[CH:16]=[C:17]([CH2:18][N:19]2[C:27]3[C:22](=[CH:23][C:24]([C:28](=[O:29])[NH:13][C@H:11]([C:7]4[CH:8]=[CH:9][CH:10]=[C:5]([CH:2]([CH3:4])[CH3:3])[CH:6]=4)[CH3:12])=[CH:25][CH:26]=3)[C:21]([CH3:31])=[C:20]2[CH3:32])[CH:33]=[CH:34][C:35]=1[O:36][C@@H:37]([CH3:42])[C:38]([O:40][CH3:41])=[O:39] |f:0.1|. Procedure: The title compound was prepared following the same protocol as described in Step 5, Example 36, using the (S)-1-(3-isopropylphenyl)ethanamine hydrochloride instead of the (S)-1-(3-cyclopropylphenyl)ethanamine hydrochloride and the (S)-1-(3-chloro-4-((1-methoxy-1-oxopropan-2-yl)oxy)benzyl)-2,3-dimethyl-1H-indole-5-carboxylic acid instead of the 1-(4-(2-methoxy-2-oxoethoxy)benzyl)-2,3-dimethyl-1H-indole-5-carboxylic acid. Starting materials: FC=1C=C(C=NO)C=CC1 (3-fluorobenzaldehyde oxime), ClCCCI (1-chloro-3-iodopropane), C(C)(C)[N-]C(C)C.[Li+] (lithium diisopropylamide), FC=1C=C(C=CC1)C1=NOC2=C1C(CCC2)=O (6,7-dihydro-3-(3-fluorophenyl)-1,2-benzisoxazol-4(5H)-one). Run in CCOCC (ether), O (water), C1CCOC1 (THF). Conditions: temperature -78 celsius. Product: ClCCCC1CCC2=C(C(=NO2)C2=CC(=CC=C2)F)C1=O (5-(3-Chloropropyl)-6,7-dihydro-3-(3-fluorophenyl)-1,2-benzisoxazol-4(5H)-one). RXN SMILES: FC1C=C(C=CC=1)C=NO.[F:11][C:12]1[CH:13]=[C:14]([C:18]2[C:22]3[C:23](=[O:27])[CH2:24][CH2:25][CH2:26][C:21]=3[O:20][N:19]=2)[CH:15]=[CH:16][CH:17]=1.C([N-]C(C)C)(C)C.[Li+].[Cl:36][CH2:37][CH2:38][CH2:39]I>C1COCC1.CCOCC.O>[Cl:36][CH2:37][CH2:38][CH2:39][CH:24]1[C:23](=[O:27])[C:22]2[C:18]([C:14]3[CH:15]=[CH:16][CH:17]=[C:12]([F:11])[CH:13]=3)=[N:19][O:20][C:21]=2[CH2:26][CH2:25]1 |f:2.3|. Reported procedure: In a similar manner to that of Examples 7a-d starting with 3-fluorobenzaldehyde oxime, the starting ketone is prepared. In 200 ml anhydrous THF was dissolved 11.4 g 6,7-dihydro-3-(3-fluorophenyl)-1,2-benzisoxazol-4(5H)-one under nitrogen atmosphere with stirring. The solution was cooled to -78° C. and 49.4 ml lithium diisopropylamide (1.5 molar in cyclohexane) was added dropwise. The resulting solution was stirred for ten minutes at -78° C. and 6.4 ml 1-chloro-3-iodopropane was added. Upon warmi... Reactants: CCOC(=O)c1cc(C(=O)OC)n(-c2ccc(OC)cc2)n1, [Li+], C1CCOC1, [OH-], O, O. The product is CCOC(=O)c1cc(C(=O)O)n(-c2ccc(OC)cc2)n1. Reaction SMILES: [CH3:1][O:2][c:3]1[cH:4][cH:5][c:6](-[n:9]2[n:10][c:11]([C:18](=[O:19])[O:20][CH2:21][CH3:22])[cH:12][c:13]2[C:14](=[O:15])[O:16][CH3:17])[cH:7][cH:8]1.[Li+:25].[O:26]1[CH2:27][CH2:28][CH2:29][CH2:30]1.[OH-:24].[OH2:23].[OH2:31]>>[CH3:1][O:2][c:3]1[cH:4][cH:5][c:6](-[n:9]2[n:10][c:11]([C:18](=[O:19])[O:20][CH2:21][CH3:22])[cH:12][c:13]2[C:14](=[O:15])[OH:16])[cH:7][cH:8]1. Reactants: N1=C(N=CC=C1)N1CCN(CC1)CC1=CC=C(C=C1)CNC(C)=O (N-(4-((4-(Pyrimidin-2-yl)piperazin-1-yl)methyl)phenylmethyl)acetamide), [OH-].[Na+] (sodium hydroxide). The solvent is Cl (hydrochloric acid). The product is NCC1=CC=C(C=C1)CN1CCN(CC1)C1=NC=CC=N1 (2-(4-(4-(Aminomethyl)phenylmethyl)-piperazin-1-yl)pyrimidine). Isolated yield 63.2%. Reaction SMILES: [N:1]1[CH:6]=[CH:5][CH:4]=[N:3][C:2]=1[N:7]1[CH2:12][CH2:11][N:10]([CH2:13][C:14]2[CH:19]=[CH:18][C:17]([CH2:20][NH:21]C(=O)C)=[CH:16][CH:15]=2)[CH2:9][CH2:8]1.[OH-].[Na+]>Cl>[NH2:21][CH2:20][C:17]1[CH:18]=[CH:19][C:14]([CH2:13][N:10]2[CH2:9][CH2:8][N:7]([C:2]3[N:1]=[CH:6][CH:5]=[CH:4][N:3]=3)[CH2:12][CH2:11]2)=[CH:15][CH:16]=1 |f:1.2|. Reported procedure: N-(4-((4-(Pyrimidin-2-yl)piperazin-1-yl)methyl)phenylmethyl)acetamide (4.0 g) was dissolved in 10% hydrochloric acid (50 ml) and the solution was refluxed under heating for 12.5 hr. To the reaction mixture was added 10% aqueous sodium hydroxide solution to make it alkaline, and the mixture was extracted with ethyl acetate. The extract was washed with saturated brine and dried over anhydrous sodium sulfate. The solvent was evaporated and the obtained residue was crystallized from diisopropyl ethe... Reactants: CNC1=CC=CC=C1 (N-methylaniline), CC=1C(=NC(=NC1C)N1CC2=CC=CC=C2CC1)Cl (5,6-dimethyl-2-(1,2,3,4-tetrahydroisoquinolin-2-yl)-4-chloropyrimidine). Solvent: CN(C=O)C (dimethylformamide). The product is Cl.CC=1C(=NC(=NC1C)N1CC2=CC=CC=C2CC1)N(C)C1=CC=CC=C1 (5,6-dimethyl-4-(N-methylphenylamino)-2-(1,2,3,4-tetrahydroisoquinolin-2-yl)pyrimidine hydrochloride). Isolated yield 36.8%. Reaction SMILES: [CH3:1][NH:2][C:3]1[CH:8]=[CH:7][CH:6]=[CH:5][CH:4]=1.[CH3:9][C:10]1[C:11]([Cl:27])=[N:12][C:13]([N:17]2[CH2:26][CH2:25][C:24]3[C:19](=[CH:20][CH:21]=[CH:22][CH:23]=3)[CH2:18]2)=[N:14][C:15]=1[CH3:16]>CN(C)C=O>[ClH:27].[CH3:9][C:10]1[C:11]([N:2]([C:3]2[CH:8]=[CH:7][CH:6]=[CH:5][CH:4]=2)[CH3:1])=[N:12][C:13]([N:17]2[CH2:26][CH2:25][C:24]3[C:19](=[CH:20][CH:21]=[CH:22][CH:23]=3)[CH2:18]2)=[N:14][C:15]=1[CH3:16] |f:3.4|. Procedure: After N-methylaniline(0.5 ml, 4.2 mmol) was added to a mixture solution of 5,6-dimethyl-2-(1,2,3,4-tetrahydroisoquinolin-2-yl)-4-chloropyrimidine(0.6 g, 2.0 mmol) and dimethylformamide(10 ml), 0.28 g of the titled compound was obtained in accordance with the same procedure as in Step 4 of Example 57. Reactants: C1(=CC=CC=C1)C (toluene), [BH4-].[Na+] (sodium borohydride), C1(=CC=CC=C1)C(CCC=1NC(=C(C(C1C(=O)OCC)C1=CC(=CC=C1)[N+](=O)[O-])C(=O)OC)C)N=[N+]=[N-] (2-(3-phenyl-3-azidopropyl)-3-carboethoxy-5-carbomethoxy-6 -methyl-4-(m-nitrophenyl)-1,4-dihydropyridine). Reagents/catalysts: [Br-].C(CCCCCCCCCCCCCCC)[P+](CCCC)(CCCC)CCCC (hexadecyl-tributylphosphonium bromide). The solvent is O (water), O (water). Run at temperature 70 celsius, time 24 hour. Yields the product C1(=CC=CC=C1)C(CCC=1NC(=C(C(C1C(=O)OCC)C1=CC(=CC=C1)[N+](=O)[O-])C(=O)OC)C)N (2-(3-phenyl-3-aminopropyl)-3-carboethoxy-5-carbomethoxy-6-methyl-4-(m-nitrophenyl)-1,4-dihydropyridine). RXN SMILES: C1(C)C=CC=CC=1.[BH4-].[Na+].[C:10]1([CH:16]([N:44]=[N+]=[N-])[CH2:17][CH2:18][C:19]2[NH:20][C:21]([CH3:43])=[C:22]([C:39]([O:41][CH3:42])=[O:40])[CH:23]([C:30]3[CH:35]=[CH:34][CH:33]=[C:32]([N+:36]([O-:38])=[O:37])[CH:31]=3)[C:24]=2[C:25]([O:27][CH2:28][CH3:29])=[O:26])[CH:15]=[CH:14][CH:13]=[CH:12][CH:11]=1>[Br-].C([P+](CCCC)(CCCC)CCCC)CCCCCCCCCCCCCCC.O>[C:10]1([CH:16]([NH2:44])[CH2:17][CH2:18][C:19]2[NH:20][C:21]([CH3:43])=[C:22]([C:39]([O:41][CH3:42])=[O:40])[CH:23]([C:30]3[CH:35]=[CH:34][CH:33]=[C:32]([N+:36]([O-:38])=[O:37])[CH:31]=3)[C:24]=2[C:25]([O:27][CH2:28][CH3:29])=[O:26])[CH:15]=[CH:14][CH:13]=[CH:12][CH:11]=1 |f:1.2,4.5|. Procedure details: 120 ml of water are added to a toluene suspension (120 ml) of sodium borohydride (30 g), hexadecyl-tributylphosphonium bromide (2.27 g) and 15 g of the less polar diastereoisomer of 2-(3-phenyl-3-azidopropyl)-3-carboethoxy-5-carbomethoxy-6 -methyl-4-(m-nitrophenyl)-1,4-dihydropyridine. The mixture is stirred for 24 hours at 70° C., then cooled to room temperature, poured into water (200 ml), extracted with ethylacetate (200 ml), washed with water up to pH 7, dried and evaporated under vacuum. Th...